From a dataset of the Open Reaction Database (ORD), a public repository of structured organic reaction records. describe an organic reaction: reactants, conditions, products, and yield Starting materials: ClC1=C(C(=O)N[C@@H](CNC(=O)C=2SC=CC2)C(=O)O)C=CC(=C1)[Sn](CCCC)(CCCC)CCCC (N-[2-chloro-4-(tri-n-butylstannyl)benzoyl]-3-(thiophene-2-carbonyl)amino-L-alanine), O(C1=CC=CC=C1)CC(=O)Cl (phenoxyacetyl chloride), C([O-])([O-])=O.[K+].[K+] (potassium carbonate), C(C)(C)N(CC)C(C)C (diisopropylethylamine). The reagents and catalysts are C=1C=CC(=CC1)/C=C/C(=O)/C=C/C2=CC=CC=C2.C=1C=CC(=CC1)/C=C/C(=O)/C=C/C2=CC=CC=C2.C=1C=CC(=CC1)/C=C/C(=O)/C=C/C2=CC=CC=C2.[Pd].[Pd] (tris(dibenzylidene-acetone)dipalladium(0)). Solvent: O1CCCC1 (tetrahydrofuran). Run at time 2 hour. Yields the product ClC1=C(C(=O)N[C@@H](CNC(=O)C=2SC=CC2)C(=O)O)C=CC(=C1)C(COC1=CC=CC=C1)=O (N-[2-chloro-4-(phenoxyacetyl)benzoyl]-3-(thiophene-2-carbonyl)amino-L-alanine). Reaction SMILES: [Cl:1][C:2]1[CH:23]=[C:22]([Sn](CCCC)(CCCC)CCCC)[CH:21]=[CH:20][C:3]=1[C:4]([NH:6][C@H:7]([C:17]([OH:19])=[O:18])[CH2:8][NH:9][C:10]([C:12]1[S:13][CH:14]=[CH:15][CH:16]=1)=[O:11])=[O:5].[O:37]([CH2:44][C:45](Cl)=[O:46])[C:38]1[CH:43]=[CH:42][CH:41]=[CH:40][CH:39]=1.C(=O)([O-])[O-].[K+].[K+].C(N(C(C)C)CC)(C)C>O1CCCC1.C1C=CC(/C=C/C(/C=C/C2C=CC=CC=2)=O)=CC=1.C1C=CC(/C=C/C(/C=C/C2C=CC=CC=2)=O)=CC=1.C1C=CC(/C=C/C(/C=C/C2C=CC=CC=2)=O)=CC=1.[Pd].[Pd]>[Cl:1][C:2]1[CH:23]=[C:22]([C:45](=[O:46])[CH2:44][O:37][C:38]2[CH:43]=[CH:42][CH:41]=[CH:40][CH:39]=2)[CH:21]=[CH:20][C:3]=1[C:4]([NH:6][C@H:7]([C:17]([OH:19])=[O:18])[CH2:8][NH:9][C:10]([C:12]1[S:13][CH:14]=[CH:15][CH:16]=1)=[O:11])=[O:5] |f:2.3.4,7.8.9.10.11|. Procedure details: A mixture of N-[2-chloro-4-(tri-n-butylstannyl)benzoyl]-3-(thiophene-2-carbonyl)amino-L-alanine on Wang resin (Example 375; 100 mg), phenoxyacetyl chloride (100 μL, 0.72 mmol), tris(dibenzylidene-acetone)dipalladium(0) (18 mg, 0.02 mmol), potassium carbonate (50 mg, 0.36 mmol) and diisopropylethylamine (100 μL, 0.57 mmol) in tetrahydrofuran (2 mL) was shaken for 2 h, then washed with water, dichloromethane, and methanol. Cleavage was effected by treatment with trifluoroacetic acid/dichloromethan... Reactants: COC(=O)C=1C(=CN2C=CC=CC12)CC1=C(C(=CC=C1)F)C (2-(3-Fluoro-2-methyl-benzyl)indolizine-1-carboxylic acid methyl ester), IC1=CC=CC=C1 (iodo-benzene), C(C)(=O)[O-].[K+] (potassium acetate), O (water). The reagents and catalysts are Cl[Pd]([P](C1=CC=CC=C1)(C2=CC=CC=C2)C3=CC=CC=C3)([P](C4=CC=CC=C4)(C5=CC=CC=C5)C6=CC=CC=C6)Cl (bis(triphenylphosphine)palladium(II) chloride). Solvent: CN1CCCC1=O (NMP), C(Cl)Cl (DCM). Run at time 12 hour. Yields the product COC(=O)C=1C(=C(N2C=CC=CC12)C1=CC=CC=C1)CC1=C(C(=CC=C1)F)C (2-(3-Fluoro-2-methyl-benzyl)-3-phenyl-indolizine-1-carboxylic acid methyl ester). Yield: 32.4%. RXN SMILES: [CH3:1][O:2][C:3]([C:5]1[C:6]([CH2:14][C:15]2[CH:20]=[CH:19][CH:18]=[C:17]([F:21])[C:16]=2[CH3:22])=[CH:7][N:8]2[C:13]=1[CH:12]=[CH:11][CH:10]=[CH:9]2)=[O:4].I[C:24]1[CH:29]=[CH:28][CH:27]=[CH:26][CH:25]=1.C([O-])(=O)C.[K+].O>CN1C(=O)CCC1.C(Cl)Cl.Cl[Pd](Cl)([P](C1C=CC=CC=1)(C1C=CC=CC=1)C1C=CC=CC=1)[P](C1C=CC=CC=1)(C1C=CC=CC=1)C1C=CC=CC=1>[CH3:1][O:2][C:3]([C:5]1[C:6]([CH2:14][C:15]2[CH:20]=[CH:19][CH:18]=[C:17]([F:21])[C:16]=2[CH3:22])=[C:7]([C:24]2[CH:29]=[CH:28][CH:27]=[CH:26][CH:25]=2)[N:8]2[C:13]=1[CH:12]=[CH:11][CH:10]=[CH:9]2)=[O:4] |f:2.3,^1:48,67|. Procedure: The compound of step 2 (1.79 g, 6.02 mmol), iodo-benzene (1.47 g, 7.22 mmol), potassium acetate (1.18 g, 12.03 mmol) and bis(triphenylphosphine)palladium(II) chloride (844 mg, 1.20 mmol) in NMP were heated at 100° C. for 10 min under argon. Then water (844 mg, 36.10 mmol) was added and heating continued for 12 h. The mixture was cooled to room temperature, diluted with DCM and washed with water. The organic phase was dried over sodium sulfate, and evaporated. The residue was purified by silica g... The reactants are NC=1SC=CN1 (2-amino thiazole), C(C)(C)(C)[N+]#[C-] (tert-butylisonitrile), FC1=C(C=O)C=CC=C1 (2-fluorobenzaldehyde). Run in Cl(=O)(=O)(=O)O (perchloric acid). Yields the product C(C)(C)(C)NC1=C(N=C2SC=CN21)C2=C(C=CC=C2)F (tert-Butyl-[6-(2-fluorophenyl)-imidazo[2,1-b]thiazol-5-yl]-amine). Reaction SMILES: [NH2:1][C:2]1[S:3][CH:4]=[CH:5][N:6]=1.[C:7]([N+:11]#[C-:12])([CH3:10])([CH3:9])[CH3:8].[F:13][C:14]1[CH:21]=[CH:20][CH:19]=[CH:18][C:15]=1[CH:16]=O>Cl(O)(=O)(=O)=O>[C:7]([NH:11][C:12]1[N:6]2[C:2]([S:3][CH:4]=[CH:5]2)=[N:1][C:16]=1[C:15]1[CH:18]=[CH:19][CH:20]=[CH:21][C:14]=1[F:13])([CH3:10])([CH3:9])[CH3:8]. Reported procedure: Compound 44 was prepared in accordance with the general synthesis instructions from 1.0 ml (0.1 mmol) 2-amino thiazole solution (0.1 M, MC), 0.575 ml (0.115 mmol) tert-butylisonitrile solution (0.2 M, MC), 0.500 ml (0.15 mmol) 2-fluorobenzaldehyde solution (0.3 M, MC) and 10 μl perchloric acid (w=20%) in a substance library. Reactants: ClCCCl, COc1cc(CC(=O)O)ccc1NC(=O)Nc1ccccc1C, CN(C)c1ccncc1, CCOC(C)=O, Cl, COC(=O)c1ccc(OCC2CC(F)(F)CN2)cc1, CN(C)C=O, On1nnc2ccccc21. The product is COC(=O)c1ccc(OCC2CC(F)(F)CN2C(=O)Cc2ccc(NC(=O)Nc3ccccc3C)c(OC)c2)cc1. Reaction SMILES: [CH2:43]([Cl:44])[CH2:45][Cl:46].[CH3:20][O:21][c:22]1[cH:23][c:24]([CH2:39][C:40](=[O:41])[OH:42])[cH:25][cH:26][c:27]1[NH:28][C:29](=[O:30])[NH:31][c:32]1[c:33]([CH3:38])[cH:34][cH:35][cH:36][cH:37]1.[CH3:58][N:59]([c:60]1[cH:61][cH:62][n:63][cH:64][cH:65]1)[CH3:66].[CH3:72][CH2:73][O:74][C:75]([CH3:76])=[O:77].[ClH:47].[F:1][C:2]1([F:19])[CH2:3][CH:4]([CH2:7][O:8][c:9]2[cH:10][cH:11][c:12]([C:13](=[O:14])[O:15][CH3:16])[cH:17][cH:18]2)[NH:5][CH2:6]1.[O:67]=[CH:68][N:69]([CH3:70])[CH3:71].[OH:48][n:49]1[c:50]2[c:51]([cH:52][cH:53][cH:54][cH:55]2)[n:56][n:57]1>>[F:1][C:2]1([F:19])[CH2:3][CH:4]([CH2:7][O:8][c:9]2[cH:10][cH:11][c:12]([C:13](=[O:14])[O:15][CH3:16])[cH:17][cH:18]2)[N:5]([C:40]([CH2:39][c:24]2[cH:23][c:22]([O:21][CH3:20])[c:27]([NH:28][C:29](=[O:30])[NH:31][c:32]3[c:33]([CH3:38])[cH:34][cH:35][cH:36][cH:37]3)[cH:26][cH:25]2)=[O:41])[CH2:6]1. Reactants: C(C)(=O)NC(CC1=CC=C(C=C1)OS(=O)(=O)C(F)(F)F)C (trifluoro-methanesulfonic acid 4-(2-acetylamino-propyl)-phenyl ester), C(C)(C)(C)C1=CC=C(C=C1)C#C (4-tert.butylphenylacetylen). The reagents and catalysts are Cl[Pd]([P](C1=CC=CC=C1)(C2=CC=CC=C2)C3=CC=CC=C3)([P](C4=CC=CC=C4)(C5=CC=CC=C5)C6=CC=CC=C6)Cl (bis(triphenyphosphine)dichloropalladium). Solvent: O (water), C(C)(CC)N (sec-butylamine). Run at temperature 80 celsius, time 1 hour. The product is C(C)(C)(C)C1=CC=C(C=C1)C#CC1=CC=C(C=C1)CC(C)NC(C)=O (N-{2-[4-(4-tert-Butylphenylethynyl)-phenyl]-1-methyl-ethyl}-acetamide). RXN SMILES: [C:1]([NH:4][CH:5]([CH3:21])[CH2:6][C:7]1[CH:12]=[CH:11][C:10](OS(C(F)(F)F)(=O)=O)=[CH:9][CH:8]=1)(=[O:3])[CH3:2].[C:22]([C:26]1[CH:31]=[CH:30][C:29]([C:32]#[CH:33])=[CH:28][CH:27]=1)([CH3:25])([CH3:24])[CH3:23]>O.C(N)(CC)C.Cl[Pd](Cl)([P](C1C=CC=CC=1)(C1C=CC=CC=1)C1C=CC=CC=1)[P](C1C=CC=CC=1)(C1C=CC=CC=1)C1C=CC=CC=1>[C:22]([C:26]1[CH:27]=[CH:28][C:29]([C:32]#[C:33][C:10]2[CH:11]=[CH:12][C:7]([CH2:6][CH:5]([NH:4][C:1](=[O:3])[CH3:2])[CH3:21])=[CH:8][CH:9]=2)=[CH:30][CH:31]=1)([CH3:25])([CH3:24])[CH3:23] |^1:42,61|. Procedure: To 0.50 g (1.54 mmol) trifluoro-methanesulfonic acid 4-(2-acetylamino-propyl)-phenyl ester (I53.2) and 0.32 g (2.00 mmol) 4-tert.butylphenylacetylen in 3.0 mL water and 3.0 mL sec-butylamine are added 0.10 g (0.14 mmol) bis(triphenyphosphine)dichloropalladium and the mixture is stirred at r.t. for 4 h and at 80° C. for 1 h. The reaction mixture is allowed to cool to r.t. and is then partitioned between EtOAc and citric acid (10% in water). The organic layer is dried with Na2SO4 and the solvent i...